Dataset: the Open Reaction Database (ORD), a public repository of structured organic reaction records. Task: describe an organic reaction: reactants, conditions, products, and yield Reactants: C1COCCN1, C=CC12CCc3cc(O)ccc3C1C(CCCCCCCl)CC1(C)C(O)CCC12, [Na+], [Na+], O=C([O-])[O-]. Yields the product C=CC12CCc3cc(O)ccc3C1C(CCCCCCN1CCOCC1)CC1(C)C(O)CCC12. As a reaction SMILES: [CH2:1]1[CH2:2][O:3][CH2:4][CH2:5][NH:6]1.[Cl:13][CH2:14][CH2:15][CH2:16][CH2:17][CH2:18][CH2:19][CH:20]1[CH:21]2[c:22]3[cH:23][cH:24][c:25]([OH:41])[cH:26][c:27]3[CH2:28][CH2:29][C:30]2([CH:39]=[CH2:40])[CH:31]2[CH2:32][CH2:33][CH:34]([OH:38])[C:35]2([CH3:36])[CH2:37]1.[Na+:7].[Na+:8].[O-:9][C:10](=[O:11])[O-:12]>>[CH2:1]1[CH2:2][O:3][CH2:4][CH2:5][N:6]1[CH2:14][CH2:15][CH2:16][CH2:17][CH2:18][CH2:19][CH:20]1[CH:21]2[c:22]3[cH:23][cH:24][c:25]([OH:41])[cH:26][c:27]3[CH2:28][CH2:29][C:30]2([CH:39]=[CH2:40])[CH:31]2[CH2:32][CH2:33][CH:34]([OH:38])[C:35]2([CH3:36])[CH2:37]1. The reactants are C1(CC1)C1=CC(=NN1C1=C(C=C(N)C=C1F)F)C(F)(F)F (4-(5-cyclopropyl-3-(trifluoromethyl)-1H-pyrazol-1-yl)-3,5-difluoroaniline), C(C)(C)(C)OC(CC(=O)C)=O (t-Butylacetoacetate). Solvent: C=1(C(=CC=CC1)C)C (xylene). Conditions: temperature 145 celsius. Yields the product C1(CC1)C1=CC(=NN1C1=C(C=C(C=C1F)NC(CC(C)=O)=O)F)C(F)(F)F (N-{4-[5-cyclopropyl-3-(trifluoromethyl)-1H-pyrazol-1-yl]-3,5-difluorophenyl}-3-oxobutanamide). Isolated yield 78.2%. Reaction SMILES: [CH:1]1([C:4]2[N:8]([C:9]3[C:15]([F:16])=[CH:14][C:12]([NH2:13])=[CH:11][C:10]=3[F:17])[N:7]=[C:6]([C:18]([F:21])([F:20])[F:19])[CH:5]=2)[CH2:3][CH2:2]1.C([O:26][C:27](=O)[CH2:28][C:29]([CH3:31])=[O:30])(C)(C)C>C1(C)C(C)=CC=CC=1>[CH:1]1([C:4]2[N:8]([C:9]3[C:10]([F:17])=[CH:11][C:12]([NH:13][C:27](=[O:26])[CH2:28][C:29](=[O:30])[CH3:31])=[CH:14][C:15]=3[F:16])[N:7]=[C:6]([C:18]([F:20])([F:19])[F:21])[CH:5]=2)[CH2:2][CH2:3]1. Procedure details: Intermediate 35 (1 g, 3.3 mmol) and t-Butylacetoacetate (782 mg, 4.94 mmol) were dissolved in xylene (3 ml) and heated to 145° C. for 90 mins Reaction mixture was cooled to rt to obtain a solid. Solid that formed was filtered, washed with petether and dried to obtain N-{4-[5-cyclopropyl-3-(trifluoromethyl)-1H-pyrazol-1-yl]-3,5-difluorophenyl}-3-oxobutanamide (1.0 g).